From a dataset of the Open Reaction Database (ORD), a public repository of structured organic reaction records. describe an organic reaction: reactants, conditions, products, and yield Starting materials: C(C)(C)C=1C=C(C=C(C1)C(C)C)C1=NN(C=C1CN(CCN(C(OC(C)(C)C)=O)C)C)C1OCCCC1 (tert-butyl N-[2-[([3-(3,5-diisopropylphenyl)-1-(oxan-2-yl)-1H-pyrazol-4-yl]methyl)(methyl)amino]ethyl]-N-methylcarbamate), Cl (hydrogen chloride). Run in O1CCOCC1 (1,4-dioxane). Product: CC(C)C=1C=C(C=C(C1)C(C)C)C1=NNC=C1CN(CCNC)C (([3-[3,5-bis(propan-2-yl)phenyl]-1H-pyrazol-4-yl]methyl)(methyl)[2-(methylamino)ethyl]amine). The yield is 113.1%. Reaction SMILES: [CH:1]([C:4]1[CH:5]=[C:6]([C:13]2[C:17]([CH2:18][N:19]([CH3:31])[CH2:20][CH2:21][N:22](C)[C:23](=O)OC(C)(C)C)=[CH:16][N:15](C3CCCCO3)[N:14]=2)[CH:7]=[C:8]([CH:10]([CH3:12])[CH3:11])[CH:9]=1)([CH3:3])[CH3:2].Cl>O1CCOCC1>[CH3:3][CH:1]([C:4]1[CH:5]=[C:6]([C:13]2[C:17]([CH2:18][N:19]([CH3:31])[CH2:20][CH2:21][NH:22][CH3:23])=[CH:16][NH:15][N:14]=2)[CH:7]=[C:8]([CH:10]([CH3:11])[CH3:12])[CH:9]=1)[CH3:2]. Reported procedure: A solution of tert-butyl N-[2-[([3-(3,5-diisopropylphenyl)-1-(oxan-2-yl)-1H-pyrazol-4-yl]methyl)(methyl)amino]ethyl]-N-methylcarbamate (180 mg, 0.35 mmol, 1.00 equiv) in a saturated hydrogen chloride solution in 1,4-dioxane (5 mL) was stirred at room temperature overnight. The resulting mixture was concentrated under vacuum and the residue was triturated with 1×50 mL of ether to give 130 mg (92%) of ([3-[3,5-bis(propan-2-yl)phenyl]-1H-pyrazol-4-yl]methyl)(methyl)[2-(methylamino)ethyl]amine as a ... Reactants: [Al+3], CCN(CC)C(=O)N1CCC(C(O)(c2ccc(Cl)cc2)c2ccc(Cl)cc2)CC1, [H-], [H-], [H-], [H-], [Li+], [Na+], C1CCOC1, [OH-], O. Product: OC(c1ccc(Cl)cc1)(c1ccc(Cl)cc1)C1CCNCC1. Reaction SMILES: [Al+3:2].[Cl:7][c:8]1[cH:9][cH:10][c:11]([C:14]([CH:15]2[CH2:16][CH2:17][N:18]([C:21]([N:22]([CH2:23][CH3:24])[CH2:25][CH3:26])=[O:27])[CH2:19][CH2:20]2)([OH:28])[c:29]2[cH:30][cH:31][c:32]([Cl:35])[cH:33][cH:34]2)[cH:12][cH:13]1.[H-:1].[H-:4].[H-:5].[H-:6].[Li+:3].[Na+:38].[O:39]1[CH2:40][CH2:41][CH2:42][CH2:43]1.[OH-:37].[OH2:36]>>[Cl:7][c:8]1[cH:9][cH:10][c:11]([C:14]([CH:15]2[CH2:16][CH2:17][NH:18][CH2:19][CH2:20]2)([OH:28])[c:29]2[cH:30][cH:31][c:32]([Cl:35])[cH:33][cH:34]2)[cH:12][cH:13]1. Reactants: C1(=CC=CC=C1)SCN1S(=O)(=O)C2=C(C=CC(=C2C1=O)OCC)O (2-phenylthiomethyl-4-ethoxy-7-hydroxysaccharin), S(=O)(=O)(Cl)Cl (sulfuryl chloride). Run in ClCCl (dichloromethane). The product is ClCN1S(=O)(=O)C2=C(C=CC(=C2C1=O)OCC)O (2-chloromethyl-4-ethoxy-7-hydroxysaccharin). As a reaction SMILES: C1(S[CH2:8][N:9]2[C:19](=[O:20])[C:18]3[C:13](=[C:14]([OH:24])[CH:15]=[CH:16][C:17]=3[O:21][CH2:22][CH3:23])[S:10]2(=[O:12])=[O:11])C=CC=CC=1.S(Cl)([Cl:28])(=O)=O>ClCCl>[Cl:28][CH2:8][N:9]1[C:19](=[O:20])[C:18]2[C:13](=[C:14]([OH:24])[CH:15]=[CH:16][C:17]=2[O:21][CH2:22][CH3:23])[S:10]1(=[O:12])=[O:11]. Procedure details: By the methods of parts D and E of Example 45 debenzylation of 2-benzyl-4-ethoxy-7-hydroxysaccharin (part B of Example 50) with ammonium formate and palladium on carbon in methanol gave 4-ethoxy-7-hydroxysaccharin ammonium salt, phenylthiomethylation of which with chloromethyl phenyl sulfide in dimethylformamide gave 2-phenylthiomethyl-4-ethoxy-7-hydroxysaccharin, reaction of which with sulfuryl chloride in dichloromethane gave 2-chloromethyl-4-ethoxy-7-hydroxysaccharin. The reactants are ClC=1C=CC(=C(C1)NC#N)N1CCOCC1 (N-(5-chloro-2-morpholinophenyl)cyanamide), C(C)O (ethanol), ethanolic solution, CNC (dimethylamine). The product is CN(C(=NC1=C(C=CC(=C1)Cl)N1CCOCC1)N)C (1,1-dimethyl-2-(5-chloro-2-morpholinophenyl)guanidine). As a reaction SMILES: [Cl:1][C:2]1[CH:3]=[CH:4][C:5]([N:11]2[CH2:16][CH2:15]OCC2)=[C:6]([NH:8][C:9]#[N:10])[CH:7]=1.[CH3:17][NH:18][CH3:19].[CH2:20]([OH:22])[CH3:21]>>[CH3:17][N:18]([CH3:19])[C:9]([NH2:10])=[N:8][C:6]1[CH:7]=[C:2]([Cl:1])[CH:3]=[CH:4][C:5]=1[N:11]1[CH2:16][CH2:15][O:22][CH2:20][CH2:21]1. Procedure details: In a similar manner to that described in Example 272, N-(5-chloro-2-morpholinophenyl)cyanamide (2.3 g) in ethanol (10 ml) and a 33% ethanolic solution of dimethylamine (6 ml) were heated under reflux for 4 hours to give 1,1-dimethyl-2-(5-chloro-2-morpholinophenyl)guanidine (m.p. 135°-138° C.) which was recrystallised from hexane and then was converted into its monofumarate salt (m.p. 223°-225° C.) which was recrystallised from methanol.